Dataset: the Open Reaction Database (ORD), a public repository of structured organic reaction records. Task: describe an organic reaction: reactants, conditions, products, and yield Reactants: ClC=1C(=C(C(=O)OC)C=CC1)[N+](=O)[O-] (methyl 3-chloro-2-nitrobenzoate). Reagents/catalysts: [Fe] (Iron). The solvent is CCO.CC(=O)O (EtOH HOAc). Product: NC1=C(C(=O)OC)C=CC=C1Cl (Methyl 2-amino-3-chlorobenzoate). The yield is 8.2%. RXN SMILES: [Cl:1][C:2]1[C:3]([N+:12]([O-])=O)=[C:4]([CH:9]=[CH:10][CH:11]=1)[C:5]([O:7][CH3:8])=[O:6]>CCO.CC(O)=O.[Fe]>[NH2:12][C:3]1[C:2]([Cl:1])=[CH:11][CH:10]=[CH:9][C:4]=1[C:5]([O:7][CH3:8])=[O:6] |f:1.2|. Procedure details: Iron powder (1.94 g, 34.8 mmol) was added to the solution of methyl 3-chloro-2-nitrobenzoate (2.5 g, 111.6 mmol) in EtOH/HOAc (100 mL/100 mL) at room temperature, and then the suspension was refluxed under N2 for 2 hrs. After cooling down to room temperature, partial of the solvents was removed on rotary vacuum, the resulting residue was partitioned between H2O/EtOAc (200 mL/300 mL). The separated organic phase was washed with aqueous NaOH (1N, 50 mL), brine (50 mL), dried over MgSO4, and concen... Reactants: BrC1=CC=C2C(N(C(=NC2=C1)CCl)CC1NCCCC1)=O (7-bromo-2-(chloromethyl)-3-(piperidin-2-ylmethyl)quinazolin-4(3H)-one), C(=O)([O-])[O-].[K+].[K+] (K2CO3). Solvent: CC#N (CH3CN), O (H2O). Product: BrC1=CC=C2C(N3C(=NC2=C1)CN1C(C3)CCCC1)=O (3-bromo-8,9,10,11,11a,12-hexahydropyrido[1′,2′:4,5]pyrazino[2,1-b]quinazolin-14(6H)-one). RXN SMILES: [Br:1][C:2]1[CH:11]=[C:10]2[C:5]([C:6](=[O:21])[N:7]([CH2:14][CH:15]3[CH2:20][CH2:19][CH2:18][CH2:17][NH:16]3)[C:8]([CH2:12]Cl)=[N:9]2)=[CH:4][CH:3]=1.C([O-])([O-])=O.[K+].[K+]>CC#N.O>[Br:1][C:2]1[CH:11]=[C:10]2[C:5]([C:6](=[O:21])[N:7]3[CH2:14][CH:15]4[CH2:20][CH2:19][CH2:18][CH2:17][N:16]4[CH2:12][C:8]3=[N:9]2)=[CH:4][CH:3]=1 |f:1.2.3|. Procedure: A solution of 7-bromo-2-(chloromethyl)-3-(piperidin-2-ylmethyl)quinazolin-4(3H)-one and K2CO3 (1 g, 7.2 mmol) in CH3CN was stirred at reflux for 1.5 h. After it was cooled to room temperature, the mixture was diluted with H2O (30 mL) and extracted with ethyl acetate (3×50 mL). The combined organic layers were dried over Na2SO4, and the crude product was purified by column chromatography to give the desired product. MS (ESI): 334, 336 (MH+). Reactants: C1CCOC1, COC(=O)c1ccc(C(=O)NCCN(C(C)C)C(C)C)nc1, CO, [Na+], [OH-]. Product: CC(C)N(CCNC(=O)c1ccc(C(=O)O)cn1)C(C)C. Reaction SMILES: [CH2:25]1[O:26][CH2:27][CH2:28][CH2:29]1.[CH3:1][O:2][C:3]([c:4]1[cH:5][n:6][c:7]([C:10]([NH:11][CH2:12][CH2:13][N:14]([CH:15]([CH3:16])[CH3:17])[CH:18]([CH3:19])[CH3:20])=[O:21])[cH:8][cH:9]1)=[O:22].[CH3:30][OH:31].[Na+:24].[OH-:23]>>[O:2]=[C:3]([c:4]1[cH:5][n:6][c:7]([C:10]([NH:11][CH2:12][CH2:13][N:14]([CH:15]([CH3:16])[CH3:17])[CH:18]([CH3:19])[CH3:20])=[O:21])[cH:8][cH:9]1)[OH:22]. Reactants: NC1=CC=C(C=C1)C=1N=CNC1 (4-(4-aminophenyl)-1-H-imidazole), CN=C=S (methyl isothiocyanate). Run in C(C)O (ethanol). Yields the product CNC(=S)NC1=CC=C(C=C1)C=1N=CNC1 (N-Methyl-N'-[4-(imidazol-4-yl)-phenyl]-thiourea). RXN SMILES: [NH2:1][C:2]1[CH:7]=[CH:6][C:5]([C:8]2[N:9]=[CH:10][NH:11][CH:12]=2)=[CH:4][CH:3]=1.[CH3:13][N:14]=[C:15]=[S:16]>C(O)C>[CH3:13][NH:14][C:15]([NH:1][C:2]1[CH:3]=[CH:4][C:5]([C:8]2[N:9]=[CH:10][NH:11][CH:12]=2)=[CH:6][CH:7]=1)=[S:16]. Procedure details: A solution of 2.3 gm of 4-(4-aminophenyl)-1-H-imidazole and 1.15 gm of methyl isothiocyanate in 30 ml of ethanol was refluxed for thirty minutes and evaporated to dryness. The oily base so obtained was purified by conversion into the corresponding hydrochloride salt by bubbling gaseous hydrochloric acid in isopropanol. The desired thiourea was obtained as a white solid. The reactants are CS(=O)(=O)O, CCOCC, ClCCl, CC1(C)OC(c2ccc(C#N)cc2)=C(c2ccc(OCc3cn4ccccc4n3)cc2)C1=O. Product: CS(=O)(=O)O, CC1(C)OC(c2ccc(C#N)cc2)=C(c2ccc(OCc3cn4ccccc4n3)cc2)C1=O. RXN SMILES: [CH3:1][S:2]([OH:3])(=[O:4])=[O:5].[CH3:42][CH2:43][O:44][CH2:45][CH3:46].[Cl:39][CH2:40][Cl:41].[n:6]1[c:7]([CH2:15][O:16][c:17]2[cH:18][cH:19][c:20]([C:23]3=[C:24]([c:31]4[cH:32][cH:33][c:34]([C:35]#[N:36])[cH:37][cH:38]4)[O:25][C:26]([CH3:29])([CH3:30])[C:27]3=[O:28])[cH:21][cH:22]2)[cH:8][n:9]2[c:10]1[cH:11][cH:12][cH:13][cH:14]2>>[CH3:1][S:2](=[O:3])(=[O:4])[OH:5].[n:6]1[c:7]([CH2:15][O:16][c:17]2[cH:18][cH:19][c:20]([C:23]3=[C:24]([c:31]4[cH:32][cH:33][c:34]([C:35]#[N:36])[cH:37][cH:38]4)[O:25][C:26]([CH3:29])([CH3:30])[C:27]3=[O:28])[cH:21][cH:22]2)[cH:8][n:9]2[c:10]1[cH:11][cH:12][cH:13][cH:14]2. Reactants: CCOC(C)=O, CN1CCCC1COc1cncc(C#CCCCCO)c1. Reaction SMILES: [CH3:22][CH2:23][O:24][C:25]([CH3:26])=[O:27].[OH:1][CH2:2][CH2:3][CH2:4][CH2:5][C:6]#[C:7][c:8]1[cH:9][c:10]([O:14][CH2:15][CH:16]2[N:17]([CH3:21])[CH2:18][CH2:19][CH2:20]2)[cH:11][n:12][cH:13]1>>[OH:1][CH2:2][CH2:3][CH2:4][CH2:5][CH2:6][CH2:7][c:8]1[cH:9][c:10]([O:14][CH2:15][CH:16]2[N:17]([CH3:21])[CH2:18][CH2:19][CH2:20]2)[cH:11][n:12][cH:13]1. The product is CN1CCCC1COc1cncc(CCCCCCO)c1.